Dataset: the Open Reaction Database (ORD), a public repository of structured organic reaction records. Task: describe an organic reaction: reactants, conditions, products, and yield Procedure details: 2.88 Parts of 3-hydroxy-4-acetyldihydrothiophene are introduced into 20 parts by volume of dried methylene chloride; a solution of 1.7 parts by volume of sulfuryl chloride in 20 parts by volume of dried methylene chloride is added in the course of 10 minutes at 0° C. During the reaction, nitrogen is passed in, in order to expel the hydrochloric acid formed. After 30 minutes, the reaction mixture is worked up. The end product is isolated from the reaction mixture by the method described in Exampl... Run at time 30 minute. RXN SMILES: [OH:1][CH:2]1[C:6]([C:7](=[O:9])[CH3:8])=[CH:5][S:4][CH2:3]1.S(Cl)(Cl)(=O)=O.Cl>C(Cl)Cl>[OH:1][C:2]1[C:6]([C:7](=[O:9])[CH3:8])=[CH:5][S:4][CH:3]=1. Starting materials: OC1CSC=C1C(C)=O (3-hydroxy-4-acetyldihydrothiophene), S(=O)(=O)(Cl)Cl (sulfuryl chloride), Cl (hydrochloric acid). Isolated yield 77.0%. Yields the product OC1=CSC=C1C(C)=O (3-hydroxy-4-acetylthiophene). The solvent is C(Cl)Cl (methylene chloride), C(Cl)Cl (methylene chloride).